This data is from the Open Reaction Database (ORD), a public repository of structured organic reaction records. The task is: describe an organic reaction: reactants, conditions, products, and yield Reactants: C(#N)CC(=S)N (cyanothioacetamide), C(C)(C)(C)C=1C=C(C=O)C=C(C1)C(C)(C)C (3,5-di-tert butylbenzaldehyde). The product is C(#N)C(C(N)=S)=CC1=CC(=CC(=C1)C(C)(C)C)C(C)(C)C (α-Cyano-β-(3,5-di-tert butylphenyl)propenethioamide). As a reaction SMILES: [C:1]([CH2:3][C:4]([NH2:6])=[S:5])#[N:2].[C:7]([C:11]1[CH:12]=[C:13]([CH:16]=[C:17]([C:19]([CH3:22])([CH3:21])[CH3:20])[CH:18]=1)[CH:14]=O)([CH3:10])([CH3:9])[CH3:8]>>[C:1]([C:3](=[CH:14][C:13]1[CH:12]=[C:11]([C:7]([CH3:9])([CH3:8])[CH3:10])[CH:18]=[C:17]([C:19]([CH3:22])([CH3:21])[CH3:20])[CH:16]=1)[C:4](=[S:5])[NH2:6])#[N:2]. Procedure: Following the procedure as set forth in Example 11 above, cyanothioacetamide was condensed with 3,5-di-tert butylbenzaldehyde to yield the title compound, m.p. 172°-174° C. The reactants are O (water), C([O-])(O)=O.[Na+] (sodium bicarbonate), ClCC#N (chloroacetonitrile), ClC1=CC=C(C=C1)NCCCOC1=CC=C(C(=O)OC)C=C1 (Methyl 4-[3-[N-(4-chlorophenyl)amino]propoxy]benzoate). Run in C(C)(=O)OCC (ethyl acetate), CN(C)C=O (DMF). Reaction conditions: temperature 90 celsius, time 7 day. Product: ClC1=CC=C(C=C1)N(CC#N)CCCOC1=CC=C(C(=O)OC)C=C1 (Methyl 4-[3-[N-(4-chlorophenyl)-N-cyanomethylamino]propoxy]benzoate). Isolated yield 74.3%. RXN SMILES: [Cl:1][C:2]1[CH:7]=[CH:6][C:5]([NH:8][CH2:9][CH2:10][CH2:11][O:12][C:13]2[CH:22]=[CH:21][C:16]([C:17]([O:19][CH3:20])=[O:18])=[CH:15][CH:14]=2)=[CH:4][CH:3]=1.C(=O)(O)[O-].[Na+].Cl[CH2:29][C:30]#[N:31].O>CN(C=O)C.C(OCC)(=O)C>[Cl:1][C:2]1[CH:3]=[CH:4][C:5]([N:8]([CH2:9][CH2:10][CH2:11][O:12][C:13]2[CH:14]=[CH:15][C:16]([C:17]([O:19][CH3:20])=[O:18])=[CH:21][CH:22]=2)[CH2:29][C:30]#[N:31])=[CH:6][CH:7]=1 |f:1.2|. Procedure: Methyl 4-[3-[N-(4-chlorophenyl)amino]propoxy]benzoate (1.2 g) was dissolved in DMF (10 ml), and under heating with stirring at 90° C., sodium bicarbonate (7.6 g) and chloroacetonitrile (6.63 g) were added thereto in 8-10 portions respectively over a period of 7 days. The reaction mixture was cooled, and water and ethyl acetate were added thereto and the mixture was separated into layers. The organic layer was washed with aqueous sodium chloride solution, and concentrated under reduced pressure. ... Starting materials: COC(C)COC(C)CO (dipropylene glycol monomethyl ether), [OH-].[Na+] (sodium hydroxide), C1CO1 (ethylene oxide). Run at temperature 130 celsius, time 2 hour. Product: COC(C)COC(C)CO.C1CO1 (dipropylene glycol monomethyl ether ethylene oxide). As a reaction SMILES: [CH3:1][O:2][CH:3]([CH2:5][O:6][CH:7]([CH2:9][OH:10])[CH3:8])[CH3:4].[OH-].[Na+].[CH2:13]1[O:15][CH2:14]1>>[CH3:1][O:2][CH:3]([CH2:5][O:6][CH:7]([CH2:9][OH:10])[CH3:8])[CH3:4].[CH2:14]1[O:15][CH2:13]1 |f:1.2,4.5|. Procedure: An autoclave, as equipped with a thermometer, a stirrer, and a nitrogen-introducing tube, was charged with 74 parts by weight of dipropylene glycol monomethyl ether and 1 part by weight of sodium hydroxide powder, and the internal air of the autoclave was displaced with nitrogen, and then the charged materials were heated to 130° C. Next, 426 parts by weight of ethylene oxide was introduced into the autoclave over a period of 3 hours, and then the resultant reaction mixture was aged at 130° C. f... Starting materials: FC=1C=CC(=NC1)NC(=O)C1=NC(=CC=C1NC=1C=NC=CC1)C (6-Methyl-3-(pyridin-3-ylamino)-pyridine-2-carboxylic acid (5-fluoro-pyridin-2-yl)-amide), BrC=1C=NC=CC1C (3-Bromo-4-methylpyridine). The product is FC=1C=CC(=NC1)NC(=O)C1=NC(=CC=C1NC=1C=NC=CC1C)C (6-Methyl-3-(4-methyl-pyridin-3-ylamino)-pyridine-2-carboxylic acid (5-fluoro-pyridin-2-yl)-amide). Reaction SMILES: [F:1][C:2]1[CH:3]=[CH:4][C:5]([NH:8][C:9]([C:11]2[C:16]([NH:17][C:18]3[CH:19]=[N:20][CH:21]=[CH:22][CH:23]=3)=[CH:15][CH:14]=[C:13]([CH3:24])[N:12]=2)=[O:10])=[N:6][CH:7]=1.Br[C:26]1C=NC=CC=1C>>[F:1][C:2]1[CH:3]=[CH:4][C:5]([NH:8][C:9]([C:11]2[C:16]([NH:17][C:18]3[CH:19]=[N:20][CH:21]=[CH:22][C:23]=3[CH3:26])=[CH:15][CH:14]=[C:13]([CH3:24])[N:12]=2)=[O:10])=[N:6][CH:7]=1. Procedure: The title compound, was prepared from 3-Amino-6-methyl-pyridine-2-carboxylic acid (5-fluoro-pyridin-2-yl)-amide (example 8) in accordance with the general method of example 5, step 6 using 3-Bromo-4-methylpyridine instead of 3-Bromopyridine to yield the final compound as a light yellow crystalline solid, MS (ISP): m/e=338.3 (M+H+). Reactants: C1CCOC1, CCOC(=O)N(Cc1ccccc1)c1cc(Cl)nc(N)c1[N+](=O)[O-], COCCO, [H-], [Na+]. The product is CCOC(=O)N(Cc1ccccc1)c1cc(OCCOC)nc(N)c1[N+](=O)[O-]. RXN SMILES: [CH2:32]1[O:33][CH2:34][CH2:35][CH2:36]1.[CH2:8]([CH3:9])[O:10][C:11]([N:12]([CH2:13][c:14]1[cH:15][cH:16][cH:17][cH:18][cH:19]1)[c:20]1[c:21]([N+:28](=[O:29])[O-:30])[c:22]([NH2:27])[n:23][c:24]([Cl:26])[cH:25]1)=[O:31].[CH3:3][O:4][CH2:5][CH2:6][OH:7].[H-:1].[Na+:2]>>[CH3:3][O:4][CH2:5][CH2:6][O:7][c:24]1[n:23][c:22]([NH2:27])[c:21]([N+:28](=[O:29])[O-:30])[c:20]([N:12]([C:11]([O:10][CH2:8][CH3:9])=[O:31])[CH2:13][c:14]2[cH:15][cH:16][cH:17][cH:18][cH:19]2)[cH:25]1. The reactants are C(C)C1=NC=CC=C1CO (2-ethyl-3-hydroxymethylpyridine), S(=O)(Cl)Cl (thionyl chloride). Solvent: C(Cl)Cl (CH2Cl2). Run at temperature 0 celsius, time 3 hour. The product is C(C)C1=NC=CC=C1CCl (2-ethyl-3-chloromethylpyridine). RXN SMILES: [CH2:1]([C:3]1[C:8]([CH2:9]O)=[CH:7][CH:6]=[CH:5][N:4]=1)[CH3:2].S(Cl)([Cl:13])=O>C(Cl)Cl>[CH2:1]([C:3]1[C:8]([CH2:9][Cl:13])=[CH:7][CH:6]=[CH:5][N:4]=1)[CH3:2]. Procedure details: The 2-ethyl-3-hydroxymethylpyridine (2.3 g, 16.8 mmol) was dissolved in CH2Cl2 (100 mL) and cooled under nitrogen to 0° C. and thionyl chloride (7.0 mL) was slowly added and the reaction was stirred for 3 hours. The solvent was removed under reduced pressure and the residue was partitioned between CH2Cl2 (100 mL) and saturated aqueous sodium bicarbonate (100 mL). The organic layer was dried with MgSO4, filtered, and the solvent removed under reduced pressure to give the desired 2-ethyl-3-chlorom... Reactants: NC=1C(=C(C(=O)OC)C=CC1)F (Methyl 3-amino-2-fluorobenzoate), N1=CC=CC=C1 (pyridine), FC1=C(C(=CC=C1)F)S(=O)(=O)Cl (2,6-difluorobenzenesulfonyl chloride), ClCCl (dichloromethane), N1=CC=CC=C1 (pyridine). Solvent: C(C)(=O)OCC (Ethyl acetate). Conditions: temperature 15 celsius, time 8 hour. Product: FC1=C(C(=CC=C1)F)S(=O)(=O)NC=1C(=C(C(=O)OC)C=CC1)F (methyl 3-{[(2,6-difluorophenyl)sulfonyl]amino}-2-fluorobenzoate). Isolated yield 91.0%. RXN SMILES: [NH2:1][C:2]1[C:3]([F:12])=[C:4]([CH:9]=[CH:10][CH:11]=1)[C:5]([O:7][CH3:8])=[O:6].ClCCl.N1C=CC=CC=1.[F:22][C:23]1[CH:28]=[CH:27][CH:26]=[C:25]([F:29])[C:24]=1[S:30](Cl)(=[O:32])=[O:31]>C(OCC)(=O)C>[F:22][C:23]1[CH:28]=[CH:27][CH:26]=[C:25]([F:29])[C:24]=1[S:30]([NH:1][C:2]1[C:3]([F:12])=[C:4]([CH:9]=[CH:10][CH:11]=1)[C:5]([O:7][CH3:8])=[O:6])(=[O:32])=[O:31]. Procedure details: Methyl 3-amino-2-fluorobenzoate (50 g, 1 eq) was charged to reactor followed by dichloromethane (250 mL, 5 vol). The contents were stirred and cooled to ˜15° C. and pyridine (26.2 mL, 1.1 eq) was added. After addition of the pyridine, the reactor contents were adjusted to ˜15° C. and the addition of 2,6-difluorobenzenesulfonyl chloride (39.7 mL, 1.0 eq) was started via addition funnel. The temperature during addition was kept <25° C. After complete addition, the reactor contents were warmed to 2... Reactants: NC1=C(C=C(C(=O)O)C=C1)[N+](=O)[O-] (4-amino-3-nitrobenzoic acid), C=1C=CC2=C(C1)N=NN2O (HOBT), CCN=C=NCCCN(C)C (EDCI), CC=1C=C(C=CC1C)N (3,4-dimethylphenylamine), CCN(C(C)C)C(C)C (DIPEA). The solvent is O (water), CN(C)C=O (DMF), CCOC(=O)C (EtOAc). Reaction conditions: time 10 minute. Reaction SMILES: [NH2:1][C:2]1[CH:10]=[CH:9][C:5]([C:6]([OH:8])=O)=[CH:4][C:3]=1[N+:11]([O-:13])=[O:12].C1C=CC2N(O)N=NC=2C=1.CCN=C=NCCCN(C)C.[CH3:35][C:36]1[CH:37]=[C:38]([NH2:43])[CH:39]=[CH:40][C:41]=1[CH3:42].CCN(C(C)C)C(C)C>CN(C=O)C.CCOC(C)=O.O>[NH2:1][C:2]1[CH:10]=[CH:9][C:5]([C:6]([NH:43][C:38]2[CH:39]=[CH:40][C:41]([CH3:42])=[C:36]([CH3:35])[CH:37]=2)=[O:8])=[CH:4][C:3]=1[N+:11]([O-:13])=[O:12]. The product is NC1=C(C=C(C(=O)NC2=CC(=C(C=C2)C)C)C=C1)[N+](=O)[O-] (4-amino-N-(3,4-dimethylphenyl)-3-nitrobenzamide). Procedure: To a solution of 4-amino-3-nitrobenzoic acid (1.82 g) in DMF (20 mL) was added HOBT (1.49 g) and EDCI (2.1 g). After stirring at room temperature for 10 min, 3,4-dimethylphenylamine (1.2 g) and DIPEA (5.3 mL) were added. The solution was stirred at room temperature for 18 h then the mixture was partioned between water and EtOAc The aqueous layer was extracted with EtOAc. The combined organic layers were washed with water, brine, dried, filtered and concentrated. The residue was purified by recry...